Dataset: the Open Reaction Database (ORD), a public repository of structured organic reaction records. Task: describe an organic reaction: reactants, conditions, products, and yield Reactants: C=CCOC(=O)N1CCCC(OC)C1CC(=O)CBr, CSc1cc2nc[nH]c(=O)c2cc1Cl. The product is C=CCOC(=O)N1CCCC(OC)C1CC(=O)Cn1cnc2cc(SC)c(Cl)cc2c1=O. RXN SMILES: [Br:15][CH2:16][C:17]([CH2:18][CH:19]1[N:20]([C:27](=[O:28])[O:29][CH2:30][CH:31]=[CH2:32])[CH2:21][CH2:22][CH2:23][CH:24]1[O:25][CH3:26])=[O:33].[Cl:1][c:2]1[cH:3][c:4]2[c:5](=[O:14])[nH:6][cH:7][n:8][c:9]2[cH:10][c:11]1[S:12][CH3:13]>>[Cl:1][c:2]1[cH:3][c:4]2[c:5](=[O:14])[n:6]([CH2:16][C:17]([CH2:18][CH:19]3[N:20]([C:27](=[O:28])[O:29][CH2:30][CH:31]=[CH2:32])[CH2:21][CH2:22][CH2:23][CH:24]3[O:25][CH3:26])=[O:33])[cH:7][n:8][c:9]2[cH:10][c:11]1[S:12][CH3:13]. As a reaction SMILES: [CH3:1][O:2][CH2:3][C:4]1[CH:9]=[C:8]([C:10]([OH:12])=O)[CH:7]=[CH:6][C:5]=1[C:13]1[CH:18]=[CH:17][CH:16]=[CH:15][C:14]=1[CH3:19].[NH2:20][C:21](=[N:33][OH:34])[C:22]1[CH:31]=[CH:30][C:25]([C:26]([O:28][CH3:29])=[O:27])=[C:24]([F:32])[CH:23]=1>>[F:32][C:24]1[CH:23]=[C:22]([C:21]2[N:20]=[C:10]([C:8]3[CH:7]=[CH:6][C:5]([C:13]4[CH:18]=[CH:17][CH:16]=[CH:15][C:14]=4[CH3:19])=[C:4]([CH2:3][O:2][CH3:1])[CH:9]=3)[O:12][N:33]=2)[CH:31]=[CH:30][C:25]=1[C:26]([O:28][CH3:29])=[O:27].[F:32][C:24]1[CH:23]=[C:22]([C:21]2[N:20]=[C:10]([C:8]3[CH:7]=[CH:6][C:5]([C:13]4[CH:18]=[CH:17][CH:16]=[CH:15][C:14]=4[CH3:19])=[C:4]([CH2:3][O:2][CH3:1])[CH:9]=3)[O:34][N:33]=2)[CH:31]=[CH:30][C:25]=1[C:26]([OH:28])=[O:27]. Starting materials: COCC1=C(C=CC(=C1)C(=O)O)C1=C(C=CC=C1)C (2-(methoxymethyl)-2′-methyl biphenyl-4-carboxylic acid), NC(C1=CC(=C(C(=O)OC)C=C1)F)=NO (methyl 4-[amino(hydroxyimino)methyl]-2-fluorobenzoate). The product is FC1=C(C(=O)OC)C=CC(=C1)C1=NOC(=N1)C1=CC(=C(C=C1)C1=C(C=CC=C1)C)COC (Methyl 2-fluoro-4-{5-[2-(methoxymethyl)-2′-methylbiphenyl-4-yl]-1,2,4-oxadiazol-3-yl}benzoate), FC1=C(C(=O)O)C=CC(=C1)C1=NOC(=N1)C1=CC(=C(C=C1)C1=C(C=CC=C1)C)COC (2-fluoro-4-{5-[2-(methoxymethyl)-2′-methylbiphenyl-4-yl]-1,2,4-oxadiazol-3-yl}benzoic acid). Reported procedure: Methyl 2-fluoro-4-{5-[2-(methoxymethyl)-2′-methylbiphenyl-4-yl]-1,2,4-oxadiazol-3-yl}benzoate was prepared following the general procedure 7 starting from Intermediate 3 and Intermediate 35. It was then hydrolysed following procedure 9, affording the title compound as as a beige solid. 1H NMR (DMSO, 300 MHz) δ 13.64 (br s, 1H), 8.33 (d, J=1.4 Hz, 1H), 8.17 (dd, J=7.9, 1.4 Hz, 1H), 8.13-8.03 (m, 2H), 7.96 (dd, J=11.1, 1.2 Hz, 1H), 7.43 (d, J=7.9 Hz, 1H), 7.37-7.27 (m, 3H), 7.15 (d, J=7.0 Hz, 1H),... The reactants are CN(CCN(C)C)C (N,N,N′,N′-tetramethylethylenediamine), C(CCC)[Li] (n-butyl lithium), COC=1C=C(C=CC1)S (3-methoxythiophenol), CON(C(CCC1=CC=CC=C1)=O)C (N-methoxy-N-methyl-3-phenylpropionamide), Cl (hydrochloric acid). Run in C1CCCCC1 (cyclohexane). Conditions: time 8 hour. Product: SC1=C(C(C=CC2CC=CC=C2)=O)C(=CC=C1)OC (2′-Mercapto-6′-methoxydihydrochalcone). Yield: 30.9%. Reaction SMILES: CN(C)CCN(C)C.C([Li])CCC.[CH3:14][O:15][C:16]1[CH:17]=[C:18]([SH:22])[CH:19]=[CH:20][CH:21]=1.CON(C)[C:26](=[O:35])[CH2:27][CH2:28][C:29]1[CH:34]=[CH:33][CH:32]=[CH:31][CH:30]=1.Cl>C1CCCCC1>[SH:22][C:18]1[CH:19]=[CH:20][CH:21]=[C:16]([O:15][CH3:14])[C:17]=1[C:26](=[O:35])[CH:27]=[CH:28][CH:29]1[CH:30]=[CH:31][CH:32]=[CH:33][CH2:34]1. Reported procedure: To a solution of N,N,N′,N′-tetramethylethylenediamine (4.31 mL) in cyclohexane (50 ml) were added n-butyl lithium (2.46 mol/L n-hexane solution 12.2 mL) and 3-methoxythiophenol (2 g) successively under ice-cooling. The reaction mixture was stirred at room temperature overnight. To the reaction mixture was added N-methoxy-N-methyl-3-phenylpropionamide (2.76 g) under ice-cooling, and the mixture was stirred at room temperature overnight. The reaction mixture was poured into 1 mol/L hydrochloric ac...